Dataset: the Open Reaction Database (ORD), a public repository of structured organic reaction records. Task: describe an organic reaction: reactants, conditions, products, and yield Starting materials: CCNC1=CCC(NCC)(C(=CC=O)c2ccccc2)C=C1, CC(C)(C)[O-], [K+], CN(C)C=O, O, CCOP(=O)(OCC)C(c1ccccc1)c1ccccc1. Product: CCNC1=CCC(NCC)(C(=CC=C(c2ccccc2)c2ccccc2)c2ccccc2)C=C1. Reaction SMILES: [CH2:1]([CH3:2])[NH:3][C:4]1([C:13](=[CH:14][CH:15]=[O:16])[c:17]2[cH:18][cH:19][cH:20][cH:21][cH:22]2)[CH2:5][CH:6]=[C:7]([NH:10][CH2:11][CH3:12])[CH:8]=[CH:9]1.[CH3:44][C:45]([CH3:46])([O-:47])[CH3:48].[K+:49].[O:51]=[CH:52][N:53]([CH3:54])[CH3:55].[OH2:50].[c:23]1([CH:29]([c:30]2[cH:31][cH:32][cH:33][cH:34][cH:35]2)[P:36](=[O:37])([O:38][CH2:39][CH3:40])[O:41][CH2:42][CH3:43])[cH:24][cH:25][cH:26][cH:27][cH:28]1>>[CH2:1]([CH3:2])[NH:3][C:4]1([C:13](=[CH:14][CH:15]=[C:29]([c:23]2[cH:24][cH:25][cH:26][cH:27][cH:28]2)[c:30]2[cH:31][cH:32][cH:33][cH:34][cH:35]2)[c:17]2[cH:18][cH:19][cH:20][cH:21][cH:22]2)[CH2:5][CH:6]=[C:7]([NH:10][CH2:11][CH3:12])[CH:8]=[CH:9]1. Starting materials: C(C)O (Ethanol), CC1=NNC2=CC=C(C(=C12)C=1N=C(C2=C(N1)CCN(C2)C2=C(C=CC(=C2)C(C)C)C)OC)C (2-(3,5-dimethyl-1H-indazol-4-yl)-6-(5-isopropyl-2-methylphenyl)-4-methoxy-5,6,7,8-tetrahydropyrido[4,3-d]pyrimidine), Cl (hydrochloric acid). Solvent: ClCCl (dichloromethane), C([O-])(O)=O.[Na+] (sodium bicarbonate). Conditions: temperature 85 celsius. Yields the product CC1=NNC2=CC=C(C(=C12)C=1N=C(C2=C(N1)CCN(C2)C2=C(C=CC(=C2)C(C)C)C)O)C (2-(3,5-dimethyl-1H-indazol-4-yl)-6-(5-isopropyl-2-methylphenyl)-5,6,7,8-tetrahydropyrido[4,3-d]pyrimidin-4-ol). Reaction SMILES: C(O)C.[CH3:4][C:5]1[C:13]2[C:8](=[CH:9][CH:10]=[C:11]([CH3:36])[C:12]=2[C:14]2[N:15]=[C:16]([O:34]C)[C:17]3[CH2:23][N:22]([C:24]4[CH:29]=[C:28]([CH:30]([CH3:32])[CH3:31])[CH:27]=[CH:26][C:25]=4[CH3:33])[CH2:21][CH2:20][C:18]=3[N:19]=2)[NH:7][N:6]=1.Cl>ClCCl.C(=O)(O)[O-].[Na+]>[CH3:4][C:5]1[C:13]2[C:8](=[CH:9][CH:10]=[C:11]([CH3:36])[C:12]=2[C:14]2[N:15]=[C:16]([OH:34])[C:17]3[CH2:23][N:22]([C:24]4[CH:29]=[C:28]([CH:30]([CH3:31])[CH3:32])[CH:27]=[CH:26][C:25]=4[CH3:33])[CH2:21][CH2:20][C:18]=3[N:19]=2)[NH:7][N:6]=1 |f:4.5|. Procedure details: Ethanol (12 mL) was added to 2-(3,5-dimethyl-1H-indazol-4-yl)-6-(5-isopropyl-2-methylphenyl)-4-methoxy-5,6,7,8-tetrahydropyrido[4,3-d]pyrimidine (2.07 g, 3.47 mmol), followed by 12 N aqueous hydrochloric acid (12 mL). The mixture was then heated at 85° C. for 18 h. The mixture was cooled to room temperature, diluted with dichloromethane and slowly neutralized with saturated aqueous sodium bicarbonate. The resulting layers were separated and the aqueous layers were extracted with dichloromethane.... The reactants are CC1(CC(C(C(C1)=O)=C(C)N[C@H]1[C@@H](OCC2=CC=CC=C2)O[C@@H]([C@H]([C@@H]1O)O)CO)=O)C (Benzyl 2-Deoxy-2-[1-(4,4-dimethyl-2,6-dioxocyclohex-1-ylidene)ethylamino]-α-D-glucopyranoside), C(C)(=O)OC(C)=O (acetic anhydride). The solvent is N1=CC=CC=C1 (pyridine). Conditions: temperature 0 celsius, time 8 hour. Product: CC1(CC(C(C(C1)=O)=C(C)N[C@H]1[C@@H](OCC2=CC=CC=C2)O[C@@H]([C@H]([C@@H]1OC(C)=O)OC(C)=O)COC(C)=O)=O)C (Benzyl 2-Deoxy-2-[1-(4,4-dimethyl-2,6-dioxocyclohex-1-ylidene)-ethylamino]-3,4,6-tri-O-acetyl-α-D-glucopyranoside). Isolated yield 90.0%. RXN SMILES: [CH3:1][C:2]1([CH3:31])[CH2:7][C:6](=[O:8])[C:5](=[C:9]([NH:11][C@@H:12]2[C@@H:25]([OH:26])[C@H:24]([OH:27])[C@@H:23]([CH2:28][OH:29])[O:22][C@@H:13]2[O:14][CH2:15][C:16]2[CH:21]=[CH:20][CH:19]=[CH:18][CH:17]=2)[CH3:10])[C:4](=[O:30])[CH2:3]1.C(O[C:36](=[O:38])[CH3:37])(=O)C>N1C=CC=CC=1>[CH3:1][C:2]1([CH3:31])[CH2:7][C:6](=[O:8])[C:5](=[C:9]([NH:11][C@@H:12]2[C@@H:25]([O:26][C:6](=[O:8])[CH3:5])[C@H:24]([O:27][C:13](=[O:14])[CH3:12])[C@@H:23]([CH2:28][O:29][C:36](=[O:38])[CH3:37])[O:22][C@@H:13]2[O:14][CH2:15][C:16]2[CH:21]=[CH:20][CH:19]=[CH:18][CH:17]=2)[CH3:10])[C:4](=[O:30])[CH2:3]1. Procedure details: Benzyl 2-Deoxy-2-[1-(4,4-dimethyl-2,6-dioxocyclohex-1-ylidene)ethylamino]-α-D-glucopyranoside (400 mg, 0.92 mmol) was dissolved in pyridine (6 ml) and cooled to 0° C., then acetic anhydride (10 ml) was added dropwise. The solution was stirred at room temperature overnight, then evaporated. The residue was purified by chromatography using EtOAc/hexane 3:1 to give Benzyl 2-Deoxy-2-[1-(4,4-dimethyl-2,6-dioxocyclohex-1-ylidene)-ethylamino]-3,4,6-tri-O-acetyl-α-D-glucopyranoside (11) (465 mg, 90%). Starting materials: CC(C)(C)[Si](C)(C)OCC1Cc2ccc3c(c2O1)CCC3, CCCC[N+](CCCC)(CCCC)CCCC, [F-], C1CCOC1, O. The product is OCC1Cc2ccc3c(c2O1)CCC3. Reaction SMILES: [C:1]([Si:2]([CH3:3])([CH3:4])[O:6][CH2:7][CH:8]1[CH2:9][c:10]2[c:11]([c:13]3[c:17]([cH:18][cH:19]2)[CH2:16][CH2:15][CH2:14]3)[O:12]1)([CH3:5])([CH3:20])[CH3:21].[CH3:23][CH2:24][CH2:25][CH2:26][N+:27]([CH2:28][CH2:29][CH2:30][CH3:31])([CH2:32][CH2:33][CH2:34][CH3:35])[CH2:36][CH2:37][CH2:38][CH3:39].[F-:22].[O:40]1[CH2:41][CH2:42][CH2:43][CH2:44]1.[OH2:45]>>[OH:6][CH2:7][CH:8]1[CH2:9][c:10]2[c:11]([c:13]3[c:17]([cH:18][cH:19]2)[CH2:16][CH2:15][CH2:14]3)[O:12]1. Reaction SMILES: [Br:15][c:16]1[cH:17][c:18]([NH:29][C:30](=[O:31])[c:32]2[cH:33][n:34][cH:35][c:36](-[c:38]3[cH:39][cH:40][cH:41][cH:42][cH:43]3)[cH:37]2)[c:19]([C:20](=[O:21])[O:22][C:23]([CH3:24])([CH3:25])[CH3:26])[cH:27][cH:28]1.[CH3:104][O:105][CH2:106][CH2:107][O:108][CH3:109].[CH3:98][CH2:99][O:100][C:101](=[O:102])[CH3:103].[Na+:1].[Na+:2].[O-:3][C:4](=[O:5])[O-:6].[OH2:110].[OH:44][C:45]([CH2:46][C:47]([C:48](=[O:49])[OH:50])([CH2:51][C:52](=[O:53])[OH:54])[OH:55])=[O:56].[Pd:57]([Cl:58])[Cl:59].[c:60]1([P:61]([c:62]2[cH:63][cH:64][cH:65][cH:66][cH:67]2)[c:68]2[cH:69][cH:70][cH:71][cH:72][cH:73]2)[cH:74][cH:75][cH:76][cH:77][cH:78]1.[c:79]1([P:80]([c:81]2[cH:82][cH:83][cH:84][cH:85][cH:86]2)[c:87]2[cH:88][cH:89][cH:90][cH:91][cH:92]2)[cH:93][cH:94][cH:95][cH:96][cH:97]1.[s:7]1[cH:8][c:9]([B:12]([OH:13])[OH:14])[cH:10][cH:11]1>>[s:7]1[cH:8][c:9](-[c:16]2[cH:17][c:18]([NH:29][C:30](=[O:31])[c:32]3[cH:33][n:34][cH:35][c:36](-[c:38]4[cH:39][cH:40][cH:41][cH:42][cH:43]4)[cH:37]3)[c:19]([C:20](=[O:21])[O:22][C:23]([CH3:24])([CH3:25])[CH3:26])[cH:27][cH:28]2)[cH:10][cH:11]1. Yields the product CC(C)(C)OC(=O)c1ccc(-c2ccsc2)cc1NC(=O)c1cncc(-c2ccccc2)c1. Reactants: CC(C)(C)OC(=O)c1ccc(Br)cc1NC(=O)c1cncc(-c2ccccc2)c1, COCCOC, CCOC(C)=O, [Na+], [Na+], O=C([O-])[O-], O, O=C(O)CC(O)(CC(=O)O)C(=O)O, Cl[Pd]Cl, c1ccc(P(c2ccccc2)c2ccccc2)cc1, c1ccc(P(c2ccccc2)c2ccccc2)cc1, OB(O)c1ccsc1. Reactants: CC=1C2=C(SC1)C=CC(=C2)C=2N=NN(N2)C (3-methyl-5-(2-methyltetrazol-5-yl) benzo[b]thiophene), BrN1C(CCC1=O)=O (N-bromosuccinimide). The reagents and catalysts are C(C1=CC=CC=C1)(=O)OOC(C1=CC=CC=C1)=O (benzoyl peroxide). The solvent is C(Cl)(Cl)(Cl)Cl (carbon tetrachloride). Product: BrCC=1C2=C(SC1)C=CC(=C2)C=2N=NN(N2)C (3-bromomethyl-5-(2-methyltetrazol-5-yl) benzo[b]thiophene). Yield: 74.1%. As a reaction SMILES: [CH3:1][C:2]1[C:3]2[CH:10]=[C:9]([C:11]3[N:12]=[N:13][N:14]([CH3:16])[N:15]=3)[CH:8]=[CH:7][C:4]=2[S:5][CH:6]=1.[Br:17]N1C(=O)CCC1=O>C(Cl)(Cl)(Cl)Cl.C(OOC(=O)C1C=CC=CC=1)(=O)C1C=CC=CC=1>[Br:17][CH2:1][C:2]1[C:3]2[CH:10]=[C:9]([C:11]3[N:12]=[N:13][N:14]([CH3:16])[N:15]=3)[CH:8]=[CH:7][C:4]=2[S:5][CH:6]=1. Reported procedure: To a refluxing mixture of 3-methyl-5-(2-methyltetrazol-5-yl) benzo[b]thiophene (0.162 g, 0.703 mmol) and benzoyl peroxide (10.6 mg) in carbon tetrachloride (10 ml) irradiated with two desk lamps (2×60 W) was added N-bromosuccinimide (0.126 g, 0.707 mmol) in small portions. After the addition was complete the mixture was heated at reflux for a further 90 min, then filtered and the filtrate was evaporated in vacuo to leave an oil/solid mixture. Chromatography on flash silica, eluting with dichloro...